This data is from the Open Reaction Database (ORD), a public repository of structured organic reaction records. The task is: describe an organic reaction: reactants, conditions, products, and yield Starting materials: OC(CCC1(OC2=C(C(C1)=O)C=CC(=C2CCC)OCCCOC2=CC=CC=1CCCCC21)CCC(CO)O)CO (2,2-bis(3,4-dihydroxybutyl)-2,3-dihydro-8-propyl-7-[3-[(5,6,7,8-tetrahydro-1-naphthalenyl)oxy]propoxy]-4H-1-benzopyran-4-one), I(=O)(=O)(=O)[O-].[Na+] (sodium periodate). Solvent: C(C)(C)(C)O (t-butanol), O (H2O). Run at time 2 hour. The product is O=C1CC(OC2=C1C=CC(=C2CCC)OCCCOC2=CC=CC=1CCCCC21)(CCC=O)CCC=O (3,4-dihydro-4-oxo-8-propyl-7-[3-[(5,6,7,8-tetrahydro-1-naphthalenyl)oxy]propoxy]-2H-1-benzopyran-2,2-dipropanal). Isolated yield 76.2%. As a reaction SMILES: [OH:1][CH:2](CO)[CH2:3][CH2:4][C:5]1([CH2:34][CH2:35][CH:36]([OH:39])CO)[CH2:10][C:9](=[O:11])[C:8]2[CH:12]=[CH:13][C:14]([O:19][CH2:20][CH2:21][CH2:22][O:23][C:24]3[C:33]4[CH2:32][CH2:31][CH2:30][CH2:29][C:28]=4[CH:27]=[CH:26][CH:25]=3)=[C:15]([CH2:16][CH2:17][CH3:18])[C:7]=2[O:6]1.I([O-])(=O)(=O)=O.[Na+]>C(O)(C)(C)C.O>[O:11]=[C:9]1[C:8]2[CH:12]=[CH:13][C:14]([O:19][CH2:20][CH2:21][CH2:22][O:23][C:24]3[C:33]4[CH2:32][CH2:31][CH2:30][CH2:29][C:28]=4[CH:27]=[CH:26][CH:25]=3)=[C:15]([CH2:16][CH2:17][CH3:18])[C:7]=2[O:6][C:5]([CH2:4][CH2:3][CH:2]=[O:1])([CH2:34][CH2:35][CH:36]=[O:39])[CH2:10]1 |f:1.2|. Procedure details: To a solution of 90 mg (0.158 mmol) of the title product of Example 66 in 3.7 ml of t-butanol was added a solution of 135 mg (0.629 mmol) of sodium periodate in 1.0 ml of H2O. After stirring at room temperature for 2 hours, the mixture was partitioned between diethyl ether and water and the aqueous layer extracted with a fresh portion of ether. The combined organic extracts were washed with brine, dried over magnesium sulfate, filtered, and the solvent removed under reduced pressure. The residue... The reactants are N (ammonia), C1COC2(C3CCC(C(CC2)C3)=O)O1 (Bicyclo[3.3.1]nonan-2,6-dione-monoethylene ketal), N (ammonia), [BH4-].[Na+] (sodium borohydride), N (ammonia). Reagents/catalysts: CC([O-])C.[Ti+4].CC([O-])C.CC([O-])C.CC([O-])C (titanium(IV) isopropoxide). Solvent: C(C)O (ethanol), C(C)O (ethanol). Conditions: temperature 60 celsius, time 8 hour. The product is C1COC2(C3CCC(C(CC2)C3)N)O1 (6-Amino-bicyclo[3.3.1]nonan-2-one ethylene ketal). RXN SMILES: [CH2:1]1[O:14][C:4]2([CH2:11][CH2:10][CH:9]3[CH2:12][CH:5]2[CH2:6][CH2:7][C:8]3=O)[O:3][CH2:2]1.[BH4-].[Na+].[NH3:17]>C(O)C.CC(C)[O-].[Ti+4].CC(C)[O-].CC(C)[O-].CC(C)[O-]>[CH2:1]1[O:14][C:4]2([CH2:11][CH2:10][CH:9]3[CH2:12][CH:5]2[CH2:6][CH2:7][CH:8]3[NH2:17])[O:3][CH2:2]1 |f:1.2,5.6.7.8.9|. Procedure: 4.2 g of bicyclo[3.3.1]nonan-2,6-dione-monoethylene ketal (97) were dissolved in 54 mL of 2M ammonia in ethanol and 12.6 mL of titanium(IV) isopropoxide were added. The mixture is stirred at 60° C. overnight. Heating was continued until no further conversion was observed, another 22 mL of ammonia in ethanol was added portionwise over the course of the reaction. The mixture was cooled to room temperature and 1.21 g of sodium borohydride were added portionwise. The mixture was stirred for 2 h and ... Reactants: OC1=C(C=CC(=C1)C(=O)OC)C1=C(C=CC=C1)C(F)(F)F (methyl 2-hydroxy-2′-(trifluoromethyl)biphenyl-4-carboxylate), C([O-])([O-])=O.[K+].[K+] (potassium carbonate), BrCC (bromoethane). The solvent is C(C)#N (ACN). Reaction conditions: temperature 50 celsius. Product: C(C)OC1=C(C=CC(=C1)C(=O)OC)C1=C(C=CC=C1)C(F)(F)F (methyl 2-ethoxy-2′-(trifluoromethyl)biphenyl-4-carboxylate). RXN SMILES: [OH:1][C:2]1[CH:7]=[C:6]([C:8]([O:10][CH3:11])=[O:9])[CH:5]=[CH:4][C:3]=1[C:12]1[CH:17]=[CH:16][CH:15]=[CH:14][C:13]=1[C:18]([F:21])([F:20])[F:19].C(=O)([O-])[O-].[K+].[K+].Br[CH2:29][CH3:30]>C(#N)C>[CH2:29]([O:1][C:2]1[CH:7]=[C:6]([C:8]([O:10][CH3:11])=[O:9])[CH:5]=[CH:4][C:3]=1[C:12]1[CH:17]=[CH:16][CH:15]=[CH:14][C:13]=1[C:18]([F:19])([F:20])[F:21])[CH3:30] |f:1.2.3|. Reported procedure: A mixture of methyl 2-hydroxy-2′-(trifluoromethyl)biphenyl-4-carboxylate (5.03 g), anhydrous potassium carbonate (7.05 g, 51 mmol) and bromoethane (6.35 mL, 85 mmol) was prepared in anhydrous ACN (75 mL) and heated at 50° C. for 15 hours. The reaction mixture was cooled at RT, filtered and concentrated under reduced pressure. After purification by flash chromatography (silica, EtOAc/heptane), the title was obtained as a colorless oil (4.45 g, 79% over 2 steps). HPLC (Method A), Rt: 5.3 min (puri... Reactants: crystals, C(C#C)O (2-propyn-1-ol), C(C)(C)(C)[Si](Cl)(C1=CC=CC=C1)C1=CC=CC=C1 (tert-butyldiphenylchlorosilane), N1C=NC=C1 (imidazole). The product is petroleum ether diisopropylether, [Si](C1=CC=CC=C1)(C1=CC=CC=C1)(C(C)(C)C)OCC#C (1-(tert-Butyldiphenylsilyloxy)-prop-2-yne). RXN SMILES: [CH2:1]([OH:4])[C:2]#[CH:3].[C:5]([Si:9]([C:17]1[CH:22]=[CH:21][CH:20]=[CH:19][CH:18]=1)([C:11]1[CH:16]=[CH:15][CH:14]=[CH:13][CH:12]=1)Cl)([CH3:8])([CH3:7])[CH3:6].N1C=CN=C1>>[Si:9]([O:4][CH2:1][C:2]#[CH:3])([C:5]([CH3:8])([CH3:7])[CH3:6])([C:17]1[CH:18]=[CH:19][CH:20]=[CH:21][CH:22]=1)[C:11]1[CH:16]=[CH:15][CH:14]=[CH:13][CH:12]=1. Procedure details: 2.9 ml of 2-propyn-1-ol, 15.6 ml of tert-butyldiphenylchlorosilane and 4.1 g of imidazole were reacted in the manner described in Example 14c. Chromatography of the raw product on silica gel [Kieselgel 60 (0.063-0.200 mm)] with petroleum ether/diisopropylether (20:1) yielded 13.3 g of the title compound in the form of crystals melting at 55°-58° C. Reactants: C1CCOC1, CC(C)OB(OC(C)C)OC(C)C, CC(C)[N-]C(C)C, CC(C)O, ClC(Cl)Cl, Clc1ccnc(Cl)n1, ClCCl, [Li+], [Na+], [Na+], O=C([O-])[O-], O, Clc1cc(-c2cccc3ccsc23)ccn1. Yields the product Clc1cc(-c2cccc3cc(-c4ccnc(Cl)n4)sc23)ccn1. Reaction SMILES: [CH2:55]1[O:56][CH2:57][CH2:58][CH2:59]1.[CH:17]([O:18][B:19]([O:20][CH:21]([CH3:22])[CH3:23])[O:24][CH:25]([CH3:26])[CH3:27])([CH3:28])[CH3:29].[CH:30]([N-:31][CH:32]([CH3:33])[CH3:34])([CH3:35])[CH3:36].[CH:60]([OH:61])([CH3:62])[CH3:63].[CH:64]([Cl:65])([Cl:66])[Cl:67].[Cl:38][c:39]1[n:40][cH:41][cH:42][c:43]([Cl:45])[n:44]1.[Cl:46][CH2:47][Cl:48].[Li+:37].[Na+:49].[Na+:50].[O-:51][C:52](=[O:53])[O-:54].[OH2:68].[s:1]1[c:2]2[c:3]([cH:4][cH:5]1)[cH:6][cH:7][cH:8][c:9]2-[c:10]1[cH:11][c:12]([Cl:16])[n:13][cH:14][cH:15]1>>[s:1]1[c:2]2[c:3]([cH:4][c:5]1-[c:43]1[cH:42][cH:41][n:40][c:39]([Cl:38])[n:44]1)[cH:6][cH:7][cH:8][c:9]2-[c:10]1[cH:11][c:12]([Cl:16])[n:13][cH:14][cH:15]1.